From a dataset of the Open Reaction Database (ORD), a public repository of structured organic reaction records. describe an organic reaction: reactants, conditions, products, and yield Starting materials: C(C1=CC=CC=C1)N1N=C(C(C2=C(C=CC=C12)Cl)=O)CCl (1-benzyl-5-chloro-3-chloromethylcinnolin-4(1H)-one), [BH4-].[Na+] (sodium borohydride). The solvent is O (water), CS(=O)C (dimethylsulfoxide). Reaction conditions: time 3 hour. Product: C(C1=CC=CC=C1)N1N=C(C(C2=C(C=CC=C12)Cl)=O)C (1-Benzyl-5-chloro-3-methylcinnolin-4(1H)-one). Isolated yield 92.8%. RXN SMILES: [CH2:1]([N:8]1[C:17]2[C:12](=[C:13]([Cl:18])[CH:14]=[CH:15][CH:16]=2)[C:11](=[O:19])[C:10]([CH2:20]Cl)=[N:9]1)[C:2]1[CH:7]=[CH:6][CH:5]=[CH:4][CH:3]=1.[BH4-].[Na+]>CS(C)=O.O>[CH2:1]([N:8]1[C:17]2[C:12](=[C:13]([Cl:18])[CH:14]=[CH:15][CH:16]=2)[C:11](=[O:19])[C:10]([CH3:20])=[N:9]1)[C:2]1[CH:7]=[CH:6][CH:5]=[CH:4][CH:3]=1 |f:1.2|. Procedure: To 0.170 g (0.53 mmol) of 1-benzyl-5-chloro-3-chloromethylcinnolin-4(1H)-one in 6 mL of dimethylsulfoxide was added 0.050 g (1.3 mmol) of sodium borohydride. The reaction was stirred at room temperature for 3 h and diluted with water. The resulting precipitate was collected and dried to give 0.140 g (92%) of the title compound as a fluffy cream colored solid. Reactants: NC1=CC=CC=C1 (aniline), N(=NC(C)(CC)N=C=O)C(C)(CC)N=C=O (2,2'-Azobis-(2-isocyanatobutane)). Run in CCCCC (pentane). Conditions: time 60 minute. Yields the product N(=NC(C)(CC)NC(=O)NC1=CC=CC=C1)C(C)(CC)NC(=O)NC1=CC=CC=C1 (2,2'-Azobis[2(phenylaminocarbonylamino)butane]). Reaction SMILES: [NH2:1][C:2]1[CH:7]=[CH:6][CH:5]=[CH:4][CH:3]=1.[N:8]([C:17]([N:21]=[C:22]=[O:23])([CH2:19][CH3:20])[CH3:18])=[N:9][C:10]([N:14]=[C:15]=[O:16])([CH2:12][CH3:13])[CH3:11]>CCCCC>[N:8]([C:17]([NH:21][C:22]([NH:1][C:2]1[CH:7]=[CH:6][CH:5]=[CH:4][CH:3]=1)=[O:23])([CH2:19][CH3:20])[CH3:18])=[N:9][C:10]([NH:14][C:15]([NH:1][C:2]1[CH:7]=[CH:6][CH:5]=[CH:4][CH:3]=1)=[O:16])([CH2:12][CH3:13])[CH3:11]. Procedure: To a stirred solution of 4.44 grams (0.0476 moles) of aniline in 30 ml of pentane in a 50 ml erlenmeyer flask cooled in a water bath was added 5.33 grams (0.0236 moles) of 2,2'-azobis (2 -isocyanatobutane) (from Example XXXVI) dropwise over 20 minutes while holding the reaction temperature below 30° C. After the addition was complete, the reaction was stirred for an additional 60 minutes at room temperature and filtered. The filter cake was washed with pentane and dried. The dry white solid weig... Reactants: C(C1=CC=CC=C1)C1CCN(CC1)CC(CNC(=O)C1=CC2=C(NC(O2)=O)C=C1)O[Si](C)(C)C(C)(C)C (2-Oxo-2,3-dihydrobenzoxazole-6-carboxylic acid [3-(4-benzylpiperidin-1-yl)-2-(tert-butyldimethylsilanyloxy)propyl]amide), COC=1C=CC(=CC1)P2(=S)SP(=S)(S2)C=3C=CC(=CC3)OC (Lawesson's reagent). The solvent is O1CCOCC1 (dioxane). Product: C(C1=CC=CC=C1)C1CCN(CC1)CC(CNC(=S)C1=CC2=C(NC(O2)=O)C=C1)O[Si](C)(C)C(C)(C)C (2-oxo-2,3-dihydrobenzoxazole-6-carbothioic acid [3-(4-benzylpiperidin-1-yl)-2-(tert-butyldimethylsilanyloxy)propyl]amide). The yield is 79.1%. RXN SMILES: [CH2:1]([CH:8]1[CH2:13][CH2:12][N:11]([CH2:14][CH:15]([O:30][Si:31]([C:34]([CH3:37])([CH3:36])[CH3:35])([CH3:33])[CH3:32])[CH2:16][NH:17][C:18]([C:20]2[CH:29]=[CH:28][C:23]3[NH:24][C:25](=[O:27])[O:26][C:22]=3[CH:21]=2)=O)[CH2:10][CH2:9]1)[C:2]1[CH:7]=[CH:6][CH:5]=[CH:4][CH:3]=1.COC1C=CC(P2(SP(C3C=CC(OC)=CC=3)(=S)S2)=[S:47])=CC=1>O1CCOCC1>[CH2:1]([CH:8]1[CH2:13][CH2:12][N:11]([CH2:14][CH:15]([O:30][Si:31]([C:34]([CH3:37])([CH3:36])[CH3:35])([CH3:33])[CH3:32])[CH2:16][NH:17][C:18]([C:20]2[CH:29]=[CH:28][C:23]3[NH:24][C:25](=[O:27])[O:26][C:22]=3[CH:21]=2)=[S:47])[CH2:10][CH2:9]1)[C:2]1[CH:7]=[CH:6][CH:5]=[CH:4][CH:3]=1. Procedure: 2-Oxo-2,3-dihydrobenzoxazole-6-carboxylic acid [3-(4-benzylpiperidin-1-yl)-2-(tert-butyldimethylsilanyloxy)propyl]amide (686 mg, 1.31 mmol) and Lawesson's reagent (530 mg, 1.31 mmol) in dioxane (5 mL) were heated under reflux conditions for 2 hours. The solvent was removed, and the product was purified by chromatography (silica gel, 0-50% EtOAc in heptane) to give 2-oxo-2,3-dihydrobenzoxazole-6-carbothioic acid [3-(4-benzylpiperidin-1-yl)-2-(tert-butyldimethylsilanyloxy)propyl]amide (559 mg, 79%... Reaction SMILES: [NH2:1][c:2]1[n:3][c:4](-[c:9]2[cH:10][cH:11][n:12][cH:13][cH:14]2)[cH:5][c:6]([OH:8])[n:7]1.[P:15]([Cl:16])([Cl:17])([Cl:18])=[O:19]>>[NH2:1][c:2]1[n:3][c:4](-[c:9]2[cH:10][cH:11][n:12][cH:13][cH:14]2)[cH:5][c:6]([Cl:17])[n:7]1. Yields the product Nc1nc(Cl)cc(-c2ccncc2)n1. Reactants: Nc1nc(O)cc(-c2ccncc2)n1, O=P(Cl)(Cl)Cl. The reactants are NC1=C2C=NN(C2=CC(=C1)C=1C=C(C(=NC1)Cl)NS(=O)(=O)C)C (N-[5-(4-Amino-1-methyl-1H-indazol-6-yl)-2-chloro-3-pyridinyl]methanesulfonamide), C([O-])(O)=O.[Na+] (sodium bicarbonate), ClC(=C(C)C)N(C)C (1-Chloro-N,N,2-trimethyl-1-propen-1-amine), CC1=CC=CC(=N1)C(=O)O (6-methyl-2-pyridinecarboxylic acid). The solvent is C(Cl)Cl (DCM), C(Cl)Cl (DCM), C(Cl)Cl (DCM), C(Cl)Cl (DCM). Reaction conditions: time 20 minute. Yields the product ClC1=C(C=C(C=N1)C1=CC(=C2C=NN(C2=C1)C)NC(=O)C1=NC(=CC=C1)C)NS(=O)(=O)C (N-(6-{6-Chloro-5-[(methylsulfonyl)amino]-3-pyridinyl}-1-methyl-1H-indazol-4-yl)-6-methyl-2-pyridinecarboxamide). Isolated yield 6.0%. Reaction SMILES: ClC(N(C)C)=C(C)C.[CH3:9][C:10]1[N:15]=[C:14]([C:16]([OH:18])=O)[CH:13]=[CH:12][CH:11]=1.[NH2:19][C:20]1[CH:28]=[C:27]([C:29]2[CH:30]=[C:31]([NH:36][S:37]([CH3:40])(=[O:39])=[O:38])[C:32]([Cl:35])=[N:33][CH:34]=2)[CH:26]=[C:25]2[C:21]=1[CH:22]=[N:23][N:24]2[CH3:41].C(=O)(O)[O-].[Na+]>C(Cl)Cl>[Cl:35][C:32]1[N:33]=[CH:34][C:29]([C:27]2[CH:26]=[C:25]3[C:21]([CH:22]=[N:23][N:24]3[CH3:41])=[C:20]([NH:19][C:16]([C:14]3[CH:13]=[CH:12][CH:11]=[C:10]([CH3:9])[N:15]=3)=[O:18])[CH:28]=2)=[CH:30][C:31]=1[NH:36][S:37]([CH3:40])(=[O:39])=[O:38] |f:3.4|. Procedure details: 1-Chloro-N,N,2-trimethyl-1-propen-1-amine (0.042 ml) was added to 6-methyl-2-pyridinecarboxylic acid (44 mg) in DCM (1 ml). The reaction was stirred at RT for 20 mins. N-[5-(4-Amino-1-methyl-1H-indazol-6-yl)-2-chloro-3-pyridinyl]methanesulfonamide (75 mg) in DCM (2 ml) was added and the reaction stirred for 30 mins. Approximately 4 ml saturated sodium bicarbonate (aq) was added followed by DCM (3 ml). The reaction was stirred vigorously. The DCM was passed through a hydrophobic frit then evapora... Reaction conditions: temperature 100 celsius. Reaction SMILES: [Cl:1][C:2]1[CH:7]=[CH:6][C:5]([Cl:8])=[CH:4][C:3]=1I.[CH:10]1(B(O)O)[CH2:12][CH2:11]1.P([O-])([O-])([O-])=O.[K+].[K+].[K+].O>C1(C)C=CC=CC=1.C1C=CC(/C=C/C(/C=C/C2C=CC=CC=2)=O)=CC=1.C1C=CC(/C=C/C(/C=C/C2C=CC=CC=2)=O)=CC=1.[Pd]>[Cl:1][C:2]1[CH:7]=[CH:6][C:5]([Cl:8])=[CH:4][C:3]=1[CH:10]1[CH2:12][CH2:11]1 |f:2.3.4.5,8.9.10|. Procedure: 20 g (73 mmol) of 1,4-dichloro-2-iodobenzene, 9.4 g (110 mmol) of cyclopropylboronic acid, 32 g (147 mmol) of potassium phosphate, 421 mg (0.7 mmol) of bis(dibenzylideneacetone)palladium(0) (Pd(dba)2) and 1096 mg (1.5 mmol) of 1,2,3,4,5-pentaphenyl-1-(di-tert-butylphosphine)ferrocene (CTC-Q-PHOS) are dissolved in 600 ml of toluene and heated at 100° C. overnight. 100 ml of water are added to the cooled solution, and the mixture is extracted twice with toluene (100 ml). The combined organic phase... Yields the product ClC1=C(C=C(C=C1)Cl)C1CC1 (1,4-Dichloro-2-cyclopropylbenzene). Reagents/catalysts: C=1C=CC(=CC1)/C=C/C(=O)/C=C/C2=CC=CC=C2.C=1C=CC(=CC1)/C=C/C(=O)/C=C/C2=CC=CC=C2.[Pd] (bis(dibenzylideneacetone)palladium(0)). The reactants are O (water), ClC1=C(C=C(C=C1)Cl)I (1,4-dichloro-2-iodobenzene), C1(CC1)B(O)O (cyclopropylboronic acid), P(=O)([O-])([O-])[O-].[K+].[K+].[K+] (potassium phosphate), 1,2,3,4,5-pentaphenyl-1-(di-tert-butylphosphine)ferrocene. Solvent: C1(=CC=CC=C1)C (toluene). The reactants are FC=1C=C(C=CC1)C1=NC=C(C(=N1)C)C(=O)O (2-(3-fluoro-phenyl)-4-methyl-pyrimidine-5-carboxylic acid), C1(=CC=CC=C1)N(N)C1=CC=CC=C1 (N,N-diphenyl-hydrazine), C[N+]1(CCOCC1)C2=NC(=NC(=N2)OC)OC.[Cl-] (DMTMM). The solvent is CCOC(=O)C (EtOAc), CN(C)C=O (DMF). Conditions: temperature 50 celsius, time 3 hour. Yields the product C1(=CC=CC=C1)N(NC(=O)C=1C(=NC(=NC1)C1=CC(=CC=C1)F)C)C1=CC=CC=C1 (2-(3-fluoro-phenyl)-4-methyl-pyrimidine-5-carboxylic acid N′,N′-diphenyl-hydrazide). Yield: 6.8%. RXN SMILES: [F:1][C:2]1[CH:3]=[C:4]([C:8]2[N:13]=[C:12]([CH3:14])[C:11]([C:15]([OH:17])=O)=[CH:10][N:9]=2)[CH:5]=[CH:6][CH:7]=1.[C:18]1([N:24]([C:26]2[CH:31]=[CH:30][CH:29]=[CH:28][CH:27]=2)[NH2:25])[CH:23]=[CH:22][CH:21]=[CH:20][CH:19]=1.C[N+]1(C2N=C(OC)N=C(OC)N=2)CCOCC1.[Cl-]>CN(C=O)C.CCOC(C)=O>[C:18]1([N:24]([C:26]2[CH:31]=[CH:30][CH:29]=[CH:28][CH:27]=2)[NH:25][C:15]([C:11]2[C:12]([CH3:14])=[N:13][C:8]([C:4]3[CH:5]=[CH:6][CH:7]=[C:2]([F:1])[CH:3]=3)=[N:9][CH:10]=2)=[O:17])[CH:19]=[CH:20][CH:21]=[CH:22][CH:23]=1 |f:2.3|. Procedure details: A solution of 2-(3-fluoro-phenyl)-4-methyl-pyrimidine-5-carboxylic acid (500 mg, 2.2 mmol) and N,N-diphenyl-hydrazine (422 mg, 2.2 mmol) in DMF (3 mL) is stirred at 50° C. for 15 min. The mixture is treated with DMTMM (633 mg, 2.2 mmol) and stirred at 50° C. for 3 h. The mixture is diluted with EtOAc (50 mL), and washed with saturated aqueous Na2CO3 (50 mL). The organic layer is separated, dried (Na2SO4), filtered and concentrated in vacuo. The residue is purified by silica gel chromatography el...